Dataset: the Open Reaction Database (ORD), a public repository of structured organic reaction records. Task: describe an organic reaction: reactants, conditions, products, and yield The solvent is C1(=CC=CC=C1)C (toluene). Yields the product CSC=1C(=C2C=CC=NC2=CC1)NC([C@@H](CCCCCCCC)Br)=O ((R)-N-(6-Methylthioquinolin-5-yl)-2-bromodecanoic amide). The reactants are Br[C@@H](C(=O)O)CCCCCCCC ((R)-2-Bromodecanoic acid), NC1=C2C=CC=NC2=CC=C1SC (5-amino-6-methylthioquinoline), C(C)OC1N(C2=CC=CC=C2C=C1)C(=O)OCC (2-ethoxy-1-ethoxycarbonyl-1,2-dihydroquinoline). Reaction conditions: time 18 hour. The yield is 34.1%. Reported procedure: (R)-2-Bromodecanoic acid (210 mg, 0.83 mmol), 5-amino-6-methylthioquinoline (160 mg, 0.84 mmol) and 2-ethoxy-1-ethoxycarbonyl-1,2-dihydroquinoline (EEDQ, 223 mg, 0.90 mmol) were stirred in 6 ml of toluene at 0° C. The reaction was allowed to warm to rt and stirred under N2 for 18 hours. The reaction was quenched with 100 ml of 10% citric acid and extracted with ethyl acetate (3×50 ml). The organic phase was washed with 0.5N NaHCO3, brined and dried over Na2SO4. Purification by silica gel column ... Reaction SMILES: [Br:1][C@H:2]([CH2:6][CH2:7][CH2:8][CH2:9][CH2:10][CH2:11][CH2:12][CH3:13])[C:3]([OH:5])=O.[NH2:14][C:15]1[C:24]([S:25][CH3:26])=[CH:23][CH:22]=[C:21]2[C:16]=1[CH:17]=[CH:18][CH:19]=[N:20]2.C(OC1C=CC2C(=CC=CC=2)N1C(OCC)=O)C>C1(C)C=CC=CC=1>[CH3:26][S:25][C:24]1[C:15]([NH:14][C:3](=[O:5])[C@H:2]([Br:1])[CH2:6][CH2:7][CH2:8][CH2:9][CH2:10][CH2:11][CH2:12][CH3:13])=[C:16]2[C:21](=[CH:22][CH:23]=1)[N:20]=[CH:19][CH:18]=[CH:17]2. Starting materials: O1C=CC=2C1=NC(=CC2)C(CC(=O)O)N2C(N(CC2)CCCC2=NC=1NCCCC1C=C2)=O (3-Furo[2,3-b]pyridin-6-yl-3-{2-oxo-3-[3-(5,6,7,8-tetrahydro-[1,8]naphthyridin-2-yl)propyl]imidazolidin-1-yl}propionic acid). The reagents and catalysts are [Pd] (Pd/C). Solvent: CO (MeOH). Reaction conditions: time 18 hour. The product is O1CCC=2C1=NC(=CC2)C(CC(=O)O)N2C(N(CC2)CCCC2=NC=1NCCCC1C=C2)=O (3-(2,3-Dihydrofuro[2,3-b]pyridin-6-yl)-3-{2-oxo-3-[3-(5,6,7,8-tetrahydro-[1,8]naphthyridin-2-yl)propyl]imidazolidin-1-yl}propionic acid). RXN SMILES: [O:1]1[C:5]2=[N:6][C:7]([CH:10]([N:15]3[CH2:19][CH2:18][N:17]([CH2:20][CH2:21][CH2:22][C:23]4[CH:32]=[CH:31][C:30]5[CH2:29][CH2:28][CH2:27][NH:26][C:25]=5[N:24]=4)[C:16]3=[O:33])[CH2:11][C:12]([OH:14])=[O:13])=[CH:8][CH:9]=[C:4]2[CH:3]=[CH:2]1>CO.[Pd]>[O:1]1[C:5]2=[N:6][C:7]([CH:10]([N:15]3[CH2:19][CH2:18][N:17]([CH2:20][CH2:21][CH2:22][C:23]4[CH:32]=[CH:31][C:30]5[CH2:29][CH2:28][CH2:27][NH:26][C:25]=5[N:24]=4)[C:16]3=[O:33])[CH2:11][C:12]([OH:14])=[O:13])=[CH:8][CH:9]=[C:4]2[CH2:3][CH2:2]1. Procedure details: A solution of 23-4 (360 mg, 0.80 mmol) in MeOH (10 mL) was treated with 10% Pd/C (100 mg) and stirred under a hydrogen atmosphere for 18 h. The catalyst was removed by filtration through celite and the residue chromatographed (75% 20:1:1 EtOH/NH4OH/H2O-25% EtOAc) to afford 23-5 as a colorless glass. Reactants: N(=NC(=O)OCC)C(=O)OCC (diethyl azodicarboxylate), C(C1=CC=CC=C1)OC1=CC=C(C=C1)CCCCO (4-(4-benzyloxyphenyl)butanol), C(CCC)P(CCCC)CCCC (tributyl phosphine), N1N=CN=C1 (1,2,4-triazole). The solvent is O1CCCC1 (tetrahydrofuran), O (water). Yields the product C(C1=CC=CC=C1)OC1=CC=C(C=C1)CCCCN1N=CN=C1 (1-[4-(4-benzyloxyphenyl)butyl]-1,2,4-triazole). Isolated yield 81.0%. Reaction SMILES: [CH2:1]([O:8][C:9]1[CH:14]=[CH:13][C:12]([CH2:15][CH2:16][CH2:17][CH2:18]O)=[CH:11][CH:10]=1)[C:2]1[CH:7]=[CH:6][CH:5]=[CH:4][CH:3]=1.C(P(CCCC)CCCC)CCC.[NH:33]1[CH:37]=[N:36][CH:35]=[N:34]1.N(C(OCC)=O)=NC(OCC)=O>O1CCCC1.O>[CH2:1]([O:8][C:9]1[CH:14]=[CH:13][C:12]([CH2:15][CH2:16][CH2:17][CH2:18][N:33]2[CH:37]=[N:36][CH:35]=[N:34]2)=[CH:11][CH:10]=1)[C:2]1[CH:7]=[CH:6][CH:5]=[CH:4][CH:3]=1. Procedure details: To a solution of 4-(4-benzyloxyphenyl)butanol (3.55 g), tributyl phosphine (6.84 g) and 1,2,4-triazole (1.86 g) in tetrahydrofuran (75 ml) was added dropwise, at room temperature, diethyl azodicarboxylate (40% toluene solution, 11.8 g). The mixture was heated for two hours under reflux. The reaction mixture was poured into water and extracted with ethyl acetate. The ethyl acetate layer was washed with water, dried (MgSO4), and concentrated under reduced pressure. The residue was subjected to a s... Starting materials: C(C)OC(NC1=C(C=C(C=C1)Br)C#N)=O ((4-bromo-2-cyano-phenyl)-carbamic acid ethyl ester), C(=O)NN (formylhydrazine), CN1CCCC1=O (NMP), O (water). Run at temperature 160 celsius, time 1.5 hour. Yields the product BrC1=CC=2C=3N(C(NC2C=C1)=O)N=CN3 (9-Bromo-6H-[1,2,4]triazolo[1,5-c]quinazolin-5-one). The yield is 81.0%. As a reaction SMILES: C(O[C:4](=[O:15])[NH:5][C:6]1[CH:11]=[CH:10][C:9]([Br:12])=[CH:8][C:7]=1[C:13]#[N:14])C.[CH:16]([NH:18]N)=O.O.C[N:22]1C(=O)CCC1>>[Br:12][C:9]1[CH:10]=[CH:11][C:6]2[NH:5][C:4](=[O:15])[N:14]3[N:22]=[CH:16][N:18]=[C:13]3[C:7]=2[CH:8]=1. Procedure: To a solution of (4-bromo-2-cyano-phenyl)-carbamic acid ethyl ester (40.4 g, 150 mmol) in NMP (170 mL) was added formylhydrazine (10.0 g, 150 mmol). The resulting mixture was stirred for 1.5 h at 160° C. under a gentle nitrogen sweep. It was cooled to below 100° C. and water (340 mL) was added slowly. The resulting slurry was cooled to 25° C. and stirred for 15 min. The solid was collected by filtration and washed with water and 2-propanol. Drying in vacuo afforded the title compound (32.4 g, 81... The reactants are COC(=O)C=Cc1ccc(C(F)(F)F)nc1C, CO, [Na+], [OH-]. Yields the product Cc1nc(C(F)(F)F)ccc1C=CC(=O)O. Reaction SMILES: [CH3:1][c:2]1[n:3][c:4]([C:14]([F:15])([F:16])[F:17])[cH:5][cH:6][c:7]1[CH:8]=[CH:9][C:10](=[O:11])[O:12][CH3:13].[CH3:20][OH:21].[Na+:19].[OH-:18]>>[CH3:1][c:2]1[n:3][c:4]([C:14]([F:15])([F:16])[F:17])[cH:5][cH:6][c:7]1[CH:8]=[CH:9][C:10](=[O:11])[OH:12]. Reactants: N-[(6-hydroxy-1,3-bis{[2-(methyloxy)phenyl]methyl}-2,4-dioxo-1,2,34-tetrahydro-5-pyrimidinyl)carbonyl]glycine, N(=C=O)CC(=O)OCC (ethyl isocyanatoacetate), COC1=C(C=CC=C1)CN1C(N(C(CC1=O)=O)CC1=C(C=CC=C1)OC)=O (1,3-bis{[2-(methyloxy)phenyl]methyl}-2,4,6(1H,3H,5H)-pyrimidinetrione), C(C)(C)N(CC)C(C)C (diisopropylethylamine). Solvent: ClCCl (dichloromethane). Run at time 5 hour. Yields the product OC1=C(C(N(C(N1CC1=C(C=CC=C1)OC)=O)CC1=C(C=CC=C1)OC)=O)C(=O)NCC(=O)O (N-[(6-Hydroxy-1,3-bis{[2-(methyloxy)phenyl]methyl}-2,4-dioxo-1,2,3,4-tetrahydro-5-pyrimidinyl)carbonyl]glycine). RXN SMILES: [CH3:1][O:2][C:3]1[CH:8]=[CH:7][CH:6]=[CH:5][C:4]=1[CH2:9][N:10]1[C:15](=[O:16])[CH2:14][C:13](=[O:17])[N:12]([CH2:18][C:19]2[CH:24]=[CH:23][CH:22]=[CH:21][C:20]=2[O:25][CH3:26])[C:11]1=[O:27].C(N(C(C)C)CC)(C)C.[N:37]([CH2:40][C:41]([O:43]CC)=[O:42])=[C:38]=[O:39]>ClCCl>[OH:17][C:13]1[N:12]([CH2:18][C:19]2[CH:24]=[CH:23][CH:22]=[CH:21][C:20]=2[O:25][CH3:26])[C:11](=[O:27])[N:10]([CH2:9][C:4]2[CH:5]=[CH:6][CH:7]=[CH:8][C:3]=2[O:2][CH3:1])[C:15](=[O:16])[C:14]=1[C:38]([NH:37][CH2:40][C:41]([OH:43])=[O:42])=[O:39]. Reported procedure: N-[(6-hydroxy-1,3-bis{[2-(methyloxy)phenyl]methyl}-2,4-dioxo-1,2,34-tetrahydro-5-pyrimidinyl)carbonyl]glycine. A mixture of 1,3-bis{[2-(methyloxy)phenyl]methyl}-2,4,6(1H,3H,5H)-pyrimidinetrione (1.64 g, 4.45 mmoles) and diisopropylethylamine (1.56 mL, 8.94 mmoles) was stirred in dichloromethane (30 mL) and treated with ethyl isocyanatoacetate (500 uL, 4.45 mmoles). The mixture was stirred for 5 hours, washed with 1 molar hydrochloric acid (×2), evaporated, taken up in ethanol-6 molar sodium hydr... Reactants: FC(C(=O)O)(F)F (trifluoroacetic acid), ferric perchlorate, ClCCl (dichloromethane), COC=1C=C(C=C(C1OC)OC)CCCCC1=CC(=C(C(=C1)OC)OC)OC (1,4-bis(3,4,5-trimethoxyphenyl)butane). The solvent is C(C)(=O)OCC (ethyl acetate). Conditions: time 40 minute. The product is COC1=C(C(=CC2=C1C1=C(CCCC2)C=C(C(=C1OC)OC)OC)OC)OC (5,6,7,8-tetrahydro-1,2,3,10,11,12-hexamethoxydibenzo[a,c]cyclooctene), oil. Yield: 6.0%. As a reaction SMILES: ClCCl.[CH3:4][O:5][C:6]1[CH:7]=[C:8]([CH2:16][CH2:17][CH2:18][CH2:19][C:20]2[CH:25]=[C:24]([O:26][CH3:27])[C:23]([O:28][CH3:29])=[C:22]([O:30][CH3:31])[CH:21]=2)[CH:9]=[C:10]([O:14][CH3:15])[C:11]=1[O:12][CH3:13].FC(F)(F)C(O)=O>C(OCC)(=O)C>[CH3:31][O:30][C:22]1[C:21]2[C:7]3[C:6]([O:5][CH3:4])=[C:11]([O:12][CH3:13])[C:10]([O:14][CH3:15])=[CH:9][C:8]=3[CH2:16][CH2:17][CH2:18][CH2:19][C:20]=2[CH:25]=[C:24]([O:26][CH3:27])[C:23]=1[O:28][CH3:29]. Procedure: Dissolved in 1.2 ml (0.128 mmol) of dichloromethane were 50 mg (0.128 mmol) of 1,4-bis(3,4,5-trimethoxyphenyl)butane, followed by the addition of 0.12 ml of trifluoroacetic acid and 178 mg (0.39 mmol) of ferric perchlorate. After stirred at room temperature for 40 minutes, the reaction mixture was dissolved in 20 ml of ethyl acetate. The resulting solution was washed with 2N-HCl and then with saturated NaCl. The organic layer was thereafter dried over anhydrous magnesium sulfate. The solvent was...